This data is from the Open Reaction Database (ORD), a public repository of structured organic reaction records. The task is: describe an organic reaction: reactants, conditions, products, and yield Reactants: ClCCl, CN(C)C=O, CCCCCC, COc1nc(Nc2ccc(F)cc2F)c(C(=O)O)cc1F, O=S(Cl)Cl. Product: COc1nc(Nc2ccc(F)cc2F)c(C(=O)Cl)cc1F. Reaction SMILES: [CH2:37]([Cl:38])[Cl:39].[CH3:26][N:27]([CH3:28])[CH:29]=[O:30].[CH3:31][CH2:32][CH2:33][CH2:34][CH2:35][CH3:36].[F:1][c:2]1[c:3]([NH:9][c:10]2[c:11]([C:12](=[O:13])[OH:14])[cH:15][c:16]([F:21])[c:17]([O:19][CH3:20])[n:18]2)[cH:4][cH:5][c:6]([F:8])[cH:7]1.[S:22]([Cl:23])([Cl:24])=[O:25]>>[F:1][c:2]1[c:3]([NH:9][c:10]2[c:11]([C:12](=[O:13])[Cl:24])[cH:15][c:16]([F:21])[c:17]([O:19][CH3:20])[n:18]2)[cH:4][cH:5][c:6]([F:8])[cH:7]1. Reactants: Example 4 ( a ), FC1=CC=C(C=C1)S(=O)(=O)Cl (4-fluoro-benzenesulfonyl chloride), N[C@H](C(=O)O)CC1=CNC2=CC=CC=C12 ((S)-2-amino-3-(1H-Indol-3-yl)-propionic acid). Product: FC1=CC=C(C=C1)S(=O)(=O)N[C@H](C(=O)O)CC1=CNC2=CC=CC=C12 ((S)-2-(4-Fluoro-benzenesulfonylamino)-3-(1H-Indol-3-yl)-propionic acid). RXN SMILES: [F:1][C:2]1[CH:7]=[CH:6][C:5]([S:8](Cl)(=[O:10])=[O:9])=[CH:4][CH:3]=1.[NH2:12][C@@H:13]([CH2:17][C:18]1[C:26]2[C:21](=[CH:22][CH:23]=[CH:24][CH:25]=2)[NH:20][CH:19]=1)[C:14]([OH:16])=[O:15]>>[F:1][C:2]1[CH:7]=[CH:6][C:5]([S:8]([NH:12][C@@H:13]([CH2:17][C:18]2[C:26]3[C:21](=[CH:22][CH:23]=[CH:24][CH:25]=3)[NH:20][CH:19]=2)[C:14]([OH:16])=[O:15])(=[O:10])=[O:9])=[CH:4][CH:3]=1. Procedure details: In a manner to Example 4 (a), 4-fluoro-benzenesulfonyl chloride was condensed with (S)-2-amino-3-(1H-Indol-3-yl)-propionic acid to give the title compound, mp=57-60° C.